Dataset: the Open Reaction Database (ORD), a public repository of structured organic reaction records. Task: describe an organic reaction: reactants, conditions, products, and yield The reactants are C(C)(=O)OCC (ethyl acetate), NC1=C2C(CC(C2=CC=C1)(C)C)C (4-amino-1,1,3-trimethylindane), resultant solution, CC=1N=NSC1C(=O)O (4-methyl-1,2,3-thiadiazole-5-carboxylic acid), S(=O)(Cl)Cl (thionyl chloride). Reagents/catalysts: N1=CC=CC=C1 (pyridine). Solvent: C(C)N(CC)CC (triethylamine). Yields the product CC=1N=NSC1C(=O)NC1=C2C(CC(C2=CC=C1)(C)C)C (4-methyl-N-(1,1,3-trimethylindan-4-yl)-1,2,3-thiadiazole-5-carboxamide). Yield: 74.2%. As a reaction SMILES: [CH3:1][C:2]1[N:3]=[N:4][S:5][C:6]=1[C:7]([OH:9])=O.S(Cl)(Cl)=O.C(OCC)(=O)C.[NH2:20][C:21]1[CH:29]=[CH:28][CH:27]=[C:26]2[C:22]=1[CH:23]([CH3:32])[CH2:24][C:25]2([CH3:31])[CH3:30]>N1C=CC=CC=1.C(N(CC)CC)C>[CH3:1][C:2]1[N:3]=[N:4][S:5][C:6]=1[C:7]([NH:20][C:21]1[CH:29]=[CH:28][CH:27]=[C:26]2[C:22]=1[CH:23]([CH3:32])[CH2:24][C:25]2([CH3:31])[CH3:30])=[O:9]. Procedure: A mixture of 1.5 g (10.4 mmols) of 4-methyl-1,2,3-thiadiazole-5-carboxylic acid, 5 ml of thionyl chloride, and one drop of pyridine was refluxed for 1 hour. The resultant solution was distilled under reduced pressure to remove excess thionyl chloride. The obtained residue was dissolved in 10 ml of ethyl acetate. This solution was added to 10 ml of ethyl acetate solution of 1.7 g (9.7 mmols) of 4-amino-1,1,3-trimethylindane and 4 ml of triethylamine, and the resultant solution was stirred at room... The reactants are OCC(O)CO (glycerol), C(C1=CC=CC=C1)=O (benzaldehyde), O (water). Reagents/catalysts: S(O)(O)(=O)=O (sulfuric acid). Solvent: C1(=CC=CC=C1)C (toluene). The product is C1(=CC=CC=C1)C1OCC(CO1)O (2-phenyl-1,3-dioxan-5-ol). As a reaction SMILES: [OH:1][CH2:2][CH:3]([CH2:5][OH:6])[OH:4].[CH:7](=O)[C:8]1[CH:13]=[CH:12][CH:11]=[CH:10][CH:9]=1.O>S(=O)(=O)(O)O.C1(C)C=CC=CC=1>[C:8]1([CH:7]2[O:6][CH2:5][CH:3]([OH:4])[CH2:2][O:1]2)[CH:13]=[CH:12][CH:11]=[CH:10][CH:9]=1. Reported procedure: Concentrated sulfuric acid (3 drops) was added to a mixture of glycerol (55.1 g, 0.60 mmol) and benzaldehyde (50.0 g, 0.47 mmol) in toluene (69 mL) and the resulting mixture was heated to reflux in a Dean-Stark water separator under nitrogen. When the separation of water was complete, the solvent was concentrated under reduced pressure to give a white solid which was recrystallized from ether/petroleum ether. Repeated recrystallization from the same solvent gave pure 2-phenyl-1,3-dioxan-5-ol. 1H... RXN SMILES: [C:1]([C:4]1[CH:11]=[CH:10][C:7]([C:8]#[N:9])=[CH:6][CH:5]=1)(=[O:3])[CH3:2].[BH4-].[Na+]>C1COCC1.CO>[OH:3][CH:1]([C:4]1[CH:11]=[CH:10][C:7]([C:8]#[N:9])=[CH:6][CH:5]=1)[CH3:2] |f:1.2|. Product: OC(C)C1=CC=C(C#N)C=C1 (4-(1-hydroxyethyl)benzonitrile). Reaction conditions: time 40 minute. Reactants: C(C)(=O)C1=CC=C(C#N)C=C1 (4-Acetylbenzonitrile), [BH4-].[Na+] (Sodium borohydride). Run in C1CCOC1 (THF), CO (MeOH). The yield is 113.2%. Reported procedure: 4-Acetylbenzonitrile (2.0 g; 13.8 mmol) was dissolved in THF (10 mL) and MeOH (10 mL). Sodium borohydride (782 mg; 20.7 mmol) was added portionwise at 0° C. and the reaction was let stirred at RT for 40 min. Solvents were removed under vacuum, EtOAC was added, and the organic phases were washed with H2O, dried over MgSO4, filtered and concentrated affording the title compound as a colorless oil (2.3 g, quantitative). HPLC (Method A) Rt 4.31 min (Purity: 99.2%). Starting materials: [BH4-], Cc1cc(OCc2ccc(-c3ccccc3-c3nnn(C(c4ccccc4)(c4ccccc4)c4ccccc4)n3)cc2)c(-c2ccncc2)c(C)n1, [Li+], C1CCOC1, O. Product: Cc1cc(=O)c(-c2ccncc2)c(C)[nH]1. As a reaction SMILES: [BH4-:1].[CH3:3][c:4]1[n:5][c:6]([CH3:54])[cH:7][c:8]([O:16][CH2:17][c:18]2[cH:19][cH:20][c:21](-[c:22]3[cH:23][cH:24][cH:25][cH:26][c:27]3-[c:28]3[n:29][n:30][n:31]([C:32]([c:33]4[cH:34][cH:35][cH:36][cH:37][cH:38]4)([c:39]4[cH:40][cH:41][cH:42][cH:43][cH:44]4)[c:45]4[cH:46][cH:47][cH:48][cH:49][cH:50]4)[n:51]3)[cH:52][cH:53]2)[c:9]1-[c:10]1[cH:11][cH:12][n:13][cH:14][cH:15]1.[Li+:2].[O:56]1[CH2:57][CH2:58][CH2:59][CH2:60]1.[OH2:55]>>[CH3:3][c:4]1[nH:5][c:6]([CH3:54])[cH:7][c:8](=[O:16])[c:9]1-[c:10]1[cH:11][cH:12][n:13][cH:14][cH:15]1. The reactants are C(C1=CC=CC=C1)(=O)Cl (benzoyl chloride), NC=1N=CC2=C(C3=C(NC(C2)=O)C=CC(=C3)I)N1 (2-Amino-10-iodo-5H,7H-benzo[b]pyrimido[4,5-d]azepin-6-one), CCOCC (Et2O). The solvent is N1=CC=CC=C1 (pyridine). Reaction conditions: temperature 110 celsius, time 1 hour. The product is IC1=CC2=C(NC(CC3=C2N=C(N=C3)NC(C3=CC=CC=C3)=O)=O)C=C1 (N-(10-Iodo-6-oxo-6,7-dihydro-5H-benzo[b]pyrimido[4,5-d]azepin-2-yl)-benzamide). Reaction SMILES: [NH2:1][C:2]1[N:3]=[CH:4][C:5]2[CH2:11][C:10](=[O:12])[NH:9][C:8]3[CH:13]=[CH:14][C:15]([I:17])=[CH:16][C:7]=3[C:6]=2[N:18]=1.[C:19](Cl)(=[O:26])[C:20]1[CH:25]=[CH:24][CH:23]=[CH:22][CH:21]=1.CCOCC>N1C=CC=CC=1>[I:17][C:15]1[CH:14]=[CH:13][C:8]2[NH:9][C:10](=[O:12])[CH2:11][C:5]3[CH:4]=[N:3][C:2]([NH:1][C:19](=[O:26])[C:20]4[CH:25]=[CH:24][CH:23]=[CH:22][CH:21]=4)=[N:18][C:6]=3[C:7]=2[CH:16]=1. Procedure: 2-Amino-10-iodo-5H,7H-benzo[b]pyrimido[4,5-d]azepin-6-one (I-51) (69.7 mg, 0.20 mmol) was dissolved in pyridine (800 μL) and benzoyl chloride (23 mL, 0.20 mmol). The mixture was stirred at 110° C. for 1 h, then cooled to 22° C. Et2O was added and the product was filtered from the solution to give I-83 (37%): MS (FA) Rt=1.49 min, m/z=457 (M+H). Product: ClC1=CC=C(CCNC(=O)C2=CC=C(OC3=C(C=C(C=C3)CC(=O)O)CNC(C3=CN=CC=C3)=O)C=C2)C=C1 (2-(4-(4-((4-chlorophenethyl)carbamoyl)phenoxy)-3-(nicotinamidomethyl)phenyl)acetic acid). Procedure details: To a solution of tert-butyl 2-(4-(4-((4-chlorophenethyl)carbamoyl)phenoxy)-3-(nicotinamidomethyl)phenyl)acetate (0.005 g, 0.008 mmol) in dichloromethane (1.0 ml) was added TFA (1.0 ml) and the reaction was stirred at ambient temperature. After 1 hour the reaction was concentrated to give 2-(4-(4-((4-chlorophenethyl)carbamoyl)phenoxy)-3-(nicotinamidomethyl)phenyl)acetic acid (0.005 g). MS −449.1 [M—CO2H]. As a reaction SMILES: [Cl:1][C:2]1[CH:43]=[CH:42][C:5]([CH2:6][CH2:7][NH:8][C:9]([C:11]2[CH:41]=[CH:40][C:14]([O:15][C:16]3[CH:21]=[CH:20][C:19]([CH2:22][C:23]([O:25]C(C)(C)C)=[O:24])=[CH:18][C:17]=3[CH2:30][NH:31][C:32](=[O:39])[C:33]3[CH:38]=[CH:37][CH:36]=[N:35][CH:34]=3)=[CH:13][CH:12]=2)=[O:10])=[CH:4][CH:3]=1.C(O)(C(F)(F)F)=O>ClCCl>[Cl:1][C:2]1[CH:3]=[CH:4][C:5]([CH2:6][CH2:7][NH:8][C:9]([C:11]2[CH:12]=[CH:13][C:14]([O:15][C:16]3[CH:21]=[CH:20][C:19]([CH2:22][C:23]([OH:25])=[O:24])=[CH:18][C:17]=3[CH2:30][NH:31][C:32](=[O:39])[C:33]3[CH:38]=[CH:37][CH:36]=[N:35][CH:34]=3)=[CH:40][CH:41]=2)=[O:10])=[CH:42][CH:43]=1. The reactants are ClC1=CC=C(CCNC(=O)C2=CC=C(OC3=C(C=C(C=C3)CC(=O)OC(C)(C)C)CNC(C3=CN=CC=C3)=O)C=C2)C=C1 (tert-butyl 2-(4-(4-((4-chlorophenethyl)carbamoyl)phenoxy)-3-(nicotinamidomethyl)phenyl)acetate), C(=O)(C(F)(F)F)O (TFA). Isolated yield 114.9%. The solvent is ClCCl (dichloromethane). Starting materials: Cl.I.CN(CCC1=CNC2=CC=C(C=C12)C(=N)SC)C (Methyl 3-[2-(dimethylamino)ethyl]-1H-indole-5-carboximidothioate hydroiodide hydrochloride), C(C)(=O)O (acetic acid), C(C)N (ethylamine). Run in C(Cl)(Cl)Cl (chloroform), C(Cl)(Cl)Cl (chloroform). Reaction conditions: time 3 hour. The product is Cl.Cl.CN(CCC1=CNC2=CC=C(C=C12)C(NCC)=N)C (3-[2-(Dimethylamino)ethyl]-N-ethyl-1H-indole-5-carboximidamide dihydrochloride). As a reaction SMILES: [ClH:1].I.[CH3:3][N:4]([CH3:20])[CH2:5][CH2:6][C:7]1[C:15]2[C:10](=[CH:11][CH:12]=[C:13]([C:16](SC)=[NH:17])[CH:14]=2)[NH:9][CH:8]=1.[C:21](O)(=O)[CH3:22].C([NH2:27])C>C(Cl)(Cl)Cl>[ClH:1].[ClH:1].[CH3:3][N:4]([CH3:20])[CH2:5][CH2:6][C:7]1[C:15]2[C:10](=[CH:11][CH:12]=[C:13]([C:16](=[NH:27])[NH:17][CH2:21][CH3:22])[CH:14]=2)[NH:9][CH:8]=1 |f:0.1.2,6.7.8|. Procedure details: The product of Stage (i) (1.0 g) was suspended in chloroform (25 ml) and acetic acid (0.5 ml) was added, followed by ethylamine (0.2 g) in chloroform (10 ml). The solution was stirred at room temperature for 3 h. The resulting suspension was collected, washed with diethyl ether (1 l) and dried in vacuo at 20° for 18 h to give a solid (0.5 g) which was recrystallised from methanol-ethyl acetate (1:3) to give the pure title compound as a solid (0.09 g), m.p. 261°-263° Starting materials: 3-(1-pyrrolodinyl)-2-cyclohexan-1-one, CN(C=O)C (dimethylformamide), CN(C=O)C (dimethylformamide), C(C(=O)C1=CC=CC=C1)Br (phenacyl bromide). Solvent: O (water). Conditions: temperature 80 celsius, time 47 hour. The product is O=C1CCCC=2OC(=CC21)C2=CC=CC=C2 (4-oxo-2-phenyl-4,5,6,7-tetrahydrobenzo[b]furan). RXN SMILES: CN(C)[CH:3]=[O:4].[CH2:6](Br)[C:7]([C:9]1[CH:14]=[CH:13][CH:12]=[CH:11][CH:10]=1)=[O:8]>O>[O:4]=[C:3]1[C:6]2[CH:6]=[C:7]([C:9]3[CH:14]=[CH:13][CH:12]=[CH:11][CH:10]=3)[O:8][C:7]=2[CH2:9][CH2:10][CH2:11]1. Reported procedure: A solution of 5.0 g. of 3-(1-pyrrolodinyl)-2-cyclohexan-1-one in 30 ml. of anhydrous dimethylformamide is treated dropwise over twenty minutes under nitrogen with a solution of 6.0 g. of phenacyl bromide in 10 ml. of anhydrous dimethylformamide. The mixture is stirred for 47 hours at 80°C., allowed to cool to ambient temperature, and then poured into water and stirred for 30 minutes. The resulting suspension is extracted with chloroform, the chloroform extracts are combined, washed with water an...